Task: describe an organic reaction: reactants, conditions, products, and yield. Dataset: the Open Reaction Database (ORD), a public repository of structured organic reaction records Starting materials: C[O-].[Na+] (sodium methylate), C(C1=CC=CC=C1)(=O)N1CC(NC(C1)=O)=O (4-benzoyl-2,6-dioxopiperazine), CS(=O)(=O)CCC1=CC=CC=C1 ((2-methane-sulphonyl ethyl)-benzene). Run in CN(C=O)C (dimethylformamide), CN(C=O)C (dimethylformamide). Reaction conditions: time 1 hour. Product: C(C1=CC=CC=C1)(=O)N1CC(N(C(C1)=O)CCC1=CC=CC=C1)=O (4-benzoyl-2,6dioxo-1-phenethyl piperazine). RXN SMILES: [C:1]([N:9]1[CH2:14][C:13](=[O:15])[NH:12][C:11](=[O:16])[CH2:10]1)(=[O:8])[C:2]1[CH:7]=[CH:6][CH:5]=[CH:4][CH:3]=1.C[O-].[Na+].CS([CH2:24][CH2:25][C:26]1[CH:31]=[CH:30][CH:29]=[CH:28][CH:27]=1)(=O)=O>CN(C)C=O>[C:1]([N:9]1[CH2:10][C:11](=[O:16])[N:12]([CH2:24][CH2:25][C:26]2[CH:31]=[CH:30][CH:29]=[CH:28][CH:27]=2)[C:13](=[O:15])[CH2:14]1)(=[O:8])[C:2]1[CH:3]=[CH:4][CH:5]=[CH:6][CH:7]=1 |f:1.2|. Procedure details: 12 g (0.055 mol) of 4-benzoyl-2,6-dioxopiperazine are dissolved in 200 ml of dimethylformamide. 3.5 g (0.065 mol) of sodium methylate are added and the reaction medium is left for 1 hour at ambient temperature. To the reaction medium is added, dropwise and in an inert atmosphere, a solution of 16 g (0.080 mol) of (2-methane-sulphonyl ethyl)-benzene in 50 ml of dimethylformamide and is brought to 70° C. for 5 hours. Evaporation to dryness is carried out under vacuum and the residue is taken up in... Reactants: solution, B(Br)(Br)Br (boron tribromide), COC(CC1=CC=C(C=C1)C1=C(C=C(C=C1)C(CC)(C1=CC(=C(C=C1)OS(=O)(=O)C(F)(F)F)C)CC)OC)=O ({4′-[1-ethyl-1-(3-methyl-4-trifluoromethanesulfonyloxy-phenyl)-propyl]-2′-methoxy-biphenyl-4-yl}-acetic acid methyl ester), C([O-])(O)=O.[Na+] (sodium bicarbonate). Solvent: ClCCl (dichloromethane), ClCCl (dichloromethane). Run at temperature -78 celsius, time 30 minute. Product: COC(CC1=CC=C(C=C1)C1=C(C=C(C=C1)C(CC)(C1=CC(=C(C=C1)OS(=O)(=O)C(F)(F)F)C)CC)O)=O ({4′-[1-ethyl-1-(3-methyl-4-trifluoromethanesulfonyloxy-phenyl)-propyl]-2′-hydroxy-biphenyl-4-yl}-acetic Acid Methyl Ester). Yield: 53.6%. As a reaction SMILES: B(Br)(Br)Br.[CH3:5][O:6][C:7](=[O:43])[CH2:8][C:9]1[CH:14]=[CH:13][C:12]([C:15]2[CH:20]=[CH:19][C:18]([C:21]([CH2:39][CH3:40])([C:24]3[CH:29]=[CH:28][C:27]([O:30][S:31]([C:34]([F:37])([F:36])[F:35])(=[O:33])=[O:32])=[C:26]([CH3:38])[CH:25]=3)[CH2:22][CH3:23])=[CH:17][C:16]=2[O:41]C)=[CH:11][CH:10]=1.C(=O)(O)[O-].[Na+]>ClCCl>[CH3:5][O:6][C:7](=[O:43])[CH2:8][C:9]1[CH:14]=[CH:13][C:12]([C:15]2[CH:20]=[CH:19][C:18]([C:21]([CH2:22][CH3:23])([C:24]3[CH:29]=[CH:28][C:27]([O:30][S:31]([C:34]([F:37])([F:35])[F:36])(=[O:32])=[O:33])=[C:26]([CH3:38])[CH:25]=3)[CH2:39][CH3:40])=[CH:17][C:16]=2[OH:41])=[CH:11][CH:10]=1 |f:2.3|. Procedure: A 1 M solution of boron tribromide in dichloromethane (0.15 mL, 0.15 mmol) was added to a solution of {4′-[1-ethyl-1-(3-methyl-4-trifluoromethanesulfonyloxy-phenyl)-propyl]-2′-methoxy-biphenyl-4-yl}-acetic acid methyl ester (Example 176-(7); 20 mg, 0.0366 mmol) in dichloromethane (0.2 mL) at −78° C., and the mixture was stirred at −78° C. for 30 minutes. The reaction mixture was poured into a saturated aqueous sodium bicarbonate solution, followed by extraction with ethyl acetate. The organic la... Starting materials: NC=1C=CC2=C(C3=C(O2)CCC(C3)N(CCC)CCC)C1 (8-amino-1,2,3,4-tetrahydro-2-dipropylaminodibenzofuran), Cl.C(C1=CC=NC=C1)(=O)Cl (isonicotinoyl chloride hydrochloride). Yields the product Cl.Cl.C(CC)N(C1CC2=C(OC3=C2C=C(C=C3)NC(C3=CC=NC=C3)=O)CC1)CCC (N-(N,N-Dipropyl-1,2,3,4-tetrahydro-2-aminodibenzofur-8-yl)isonicotinamide dihydrochloride). The yield is 80.7%. As a reaction SMILES: [NH2:1][C:2]1[CH:3]=[CH:4][C:5]2[O:9][C:8]3[CH2:10][CH2:11][CH:12]([N:14]([CH2:18][CH2:19][CH3:20])[CH2:15][CH2:16][CH3:17])[CH2:13][C:7]=3[C:6]=2[CH:21]=1.[ClH:22].[C:23]([Cl:31])(=[O:30])[C:24]1[CH:29]=[CH:28][N:27]=[CH:26][CH:25]=1>>[ClH:31].[ClH:22].[CH2:15]([N:14]([CH2:18][CH2:19][CH3:20])[CH:12]1[CH2:11][CH2:10][C:8]2[O:9][C:5]3[CH:4]=[CH:3][C:2]([NH:1][C:23](=[O:30])[C:24]4[CH:29]=[CH:28][N:27]=[CH:26][CH:25]=4)=[CH:21][C:6]=3[C:7]=2[CH2:13]1)[CH2:16][CH3:17] |f:1.2,3.4.5|. Procedure details: Beginning with 0.072 gm (0.20 mMol) 8-amino-1,2,3,4-tetrahydro-2-dipropylaminodibenzofuran and 0.054 gm (0.30 mMol) isonicotinoyl chloride hydrochloride, 0.075 gm (81%) of the title compound were recovered as a yellow solid by the procedure described in Example 17. Starting materials: CO, [H][H], [Na], O=C(O)C1CCC=CO1. The product is O=C(O)C1CCCCO1. Reaction SMILES: [CH3:13][OH:14].[H:11][H:12].[Na:1].[O:2]1[CH:3]([C:8](=[O:9])[OH:10])[CH2:4][CH2:5][CH:6]=[CH:7]1>>[O:2]1[CH:3]([C:8](=[O:9])[OH:10])[CH2:4][CH2:5][CH2:6][CH2:7]1. Starting materials: C=CCOc1cc(OC)ccc1Br, O, O=S(=O)(O)O. Product: COc1ccc(Br)c2c1CC(O)CO2. As a reaction SMILES: [CH2:2]([CH:3]=[CH2:4])[O:5][c:6]1[cH:7][c:8]([O:13][CH3:14])[cH:9][cH:10][c:11]1[Br:12].[OH2:1].[S:15](=[O:16])(=[O:17])([OH:18])[OH:19]>>[OH:1][CH:3]1[CH2:2][O:5][c:6]2[c:7]([c:8]([O:13][CH3:14])[cH:9][cH:10][c:11]2[Br:12])[CH2:4]1. Starting materials: ClC1=CC(=C(CN2N=CC3=CC(=CC=C23)\C=C/2\C(N(C(S2)=O)C[C@H]2NCCC2)=O)C=C1)C(F)(F)F ((5Z)-5-({1-[4-chloro-2-(trifluoromethyl)benzyl]-1H-indazol-5-yl}methylidene)-3-[(2S)-pyrrolidin-2-ylmethyl]-1,3-thiazolidine-2,4-dione), BrCC(=O)OC(C)(C)C (tert-butyl bromoacetate). The product is ClC1=CC(=C(CN2N=CC3=CC(=CC=C23)\C=C/2\C(N(C(S2)=O)C[C@H]2N(CCC2)CC(=O)O)=O)C=C1)C(F)(F)F ([(2S)-2-{[(5Z)-5-({1-[4-Chloro-2-(trifluoromethyl)benzyl]-1H-indazol-5-yl}methylidene)-2,4-dioxo-1,3-thiazolidin-3-yl]methyl}pyrrolidin-1-yl]acetic acid). Reaction SMILES: [Cl:1][C:2]1[CH:31]=[CH:30][C:5]([CH2:6][N:7]2[C:15]3[C:10](=[CH:11][C:12](/[CH:16]=[C:17]4/[C:18](=[O:29])[N:19]([CH2:23][C@@H:24]5[CH2:28][CH2:27][CH2:26][NH:25]5)[C:20](=[O:22])[S:21]/4)=[CH:13][CH:14]=3)[CH:9]=[N:8]2)=[C:4]([C:32]([F:35])([F:34])[F:33])[CH:3]=1.Br[CH2:37][C:38]([O:40]C(C)(C)C)=[O:39]>>[Cl:1][C:2]1[CH:31]=[CH:30][C:5]([CH2:6][N:7]2[C:15]3[C:10](=[CH:11][C:12](/[CH:16]=[C:17]4/[C:18](=[O:29])[N:19]([CH2:23][C@@H:24]5[CH2:28][CH2:27][CH2:26][N:25]5[CH2:37][C:38]([OH:40])=[O:39])[C:20](=[O:22])[S:21]/4)=[CH:13][CH:14]=3)[CH:9]=[N:8]2)=[C:4]([C:32]([F:35])([F:33])[F:34])[CH:3]=1. Reported procedure: [(2S)-2-{[(5Z)-5-({1-[4-Chloro-2-(trifluoromethyl)benzyl]-1H-indazol-5-yl}methylidene)-2,4-dioxo-1,3-thiazolidin-3-yl]methyl}pyrrolidin-1-yl]acetic acid was prepared from (5Z)-5-({1-[4-chloro-2-(trifluoromethyl)benzyl]-1H-indazol-5-yl}methylidene)-3-[(2S)-pyrrolidin-2-ylmethyl]-1,3-thiazolidine-2,4-dione (Example 145) and tert-butyl bromoacetate using the same methods as described by Procedure I. Product: [Br-].C(=O)(O)CCCCC[N+]1=CC=C(C=C1)\C=C\C=1C(OC2=CC(=CC=C2C1)N(CC)CC)=O (1-(5-carboxy-pentyl)-4-[(E)-2-(7-diethylamino-2-oxo-2H-chromen-3-yl)-vinyl]-pyridinium bromide). As a reaction SMILES: [CH2:1]([N:3]([CH2:17][CH3:18])[C:4]1[CH:13]=[C:12]2[C:7]([CH:8]=[C:9]([CH:15]=O)[C:10](=[O:14])[O:11]2)=[CH:6][CH:5]=1)[CH3:2].[Br-:19].[C:20]([CH2:23][CH2:24][CH2:25][CH2:26][CH2:27][N+:28]1[CH:33]=[CH:32][C:31]([CH3:34])=[CH:30][CH:29]=1)([OH:22])=[O:21]>C(O)C.C1(C)C=CC=CC=1>[Br-:19].[C:20]([CH2:23][CH2:24][CH2:25][CH2:26][CH2:27][N+:28]1[CH:29]=[CH:30][C:31](/[CH:34]=[CH:15]/[C:9]2[C:10](=[O:14])[O:11][C:12]3[C:7]([CH:8]=2)=[CH:6][CH:5]=[C:4]([N:3]([CH2:17][CH3:18])[CH2:1][CH3:2])[CH:13]=3)=[CH:32][CH:33]=1)([OH:22])=[O:21] |f:1.2,3.4,5.6|. Reported procedure: 0.2 mmol 7-diethylamino-2-oxo-2H-chromene-3-carbaldehyde and 0.2 mmol 1-(5-carboxy-pentyl)-4-methyl-pyridinium bromide are converted according to the general directions above. Column chromatography: SiO2, eluent: ethanol/toluene. Solvent: C(C)O.C1(=CC=CC=C1)C (ethanol toluene). Reactants: C(C)N(C1=CC=C2C=C(C(OC2=C1)=O)C=O)CC (7-diethylamino-2-oxo-2H-chromene-3-carbaldehyde), [Br-].C(=O)(O)CCCCC[N+]1=CC=C(C=C1)C (1-(5-carboxy-pentyl)-4-methyl-pyridinium bromide).